Dataset: the Open Reaction Database (ORD), a public repository of structured organic reaction records. Task: describe an organic reaction: reactants, conditions, products, and yield RXN SMILES: [C:34](=[O:35])([O-:36])[O-:37].[CH3:53][OH:54].[Cl:40][CH2:41][CH2:42][CH:43]1[N:44]([CH3:49])[CH2:45][CH2:46][CH2:47][CH2:48]1.[Cl:50][CH2:51][Cl:52].[F:1][c:2]1[cH:3][cH:4][c:5]([N:8]2[CH:9]([CH2:26][c:27]3[cH:28][cH:29][c:30]([OH:33])[cH:31][cH:32]3)[c:10]3[cH:11][cH:12][c:13]([O:18][CH2:19][c:20]4[cH:21][cH:22][cH:23][cH:24][cH:25]4)[cH:14][c:15]3[CH2:16][CH2:17]2)[cH:6][cH:7]1.[K+:38].[K+:39].[O:55]=[CH:56][N:57]([CH3:58])[CH3:59].[OH2:60]>>[F:1][c:2]1[cH:3][cH:4][c:5]([N:8]2[CH:9]([CH2:26][c:27]3[cH:28][cH:29][c:30]([O:33][CH2:41][CH2:42][CH:43]4[N:44]([CH3:49])[CH2:45][CH2:46][CH2:47][CH2:48]4)[cH:31][cH:32]3)[c:10]3[cH:11][cH:12][c:13]([O:18][CH2:19][c:20]4[cH:21][cH:22][cH:23][cH:24][cH:25]4)[cH:14][c:15]3[CH2:16][CH2:17]2)[cH:6][cH:7]1. The reactants are O=C([O-])[O-], CO, CN1CCCCC1CCCl, ClCCl, Oc1ccc(CC2c3ccc(OCc4ccccc4)cc3CCN2c2ccc(F)cc2)cc1, [K+], [K+], CN(C)C=O, O. The product is CN1CCCCC1CCOc1ccc(CC2c3ccc(OCc4ccccc4)cc3CCN2c2ccc(F)cc2)cc1. Reactants: C1(=CC=CC=C1)OC (anisole), OO (hydrogen peroxide), vanadyl tetraphenoxyphthalocyanine. The solvent is C(C)#N (acetonitrile). Run at temperature 65 celsius, time 8 hour. The product is C=1(C(O)=CC=CC1)OC (guaiacol), COC1=CC=C(C=C1)O (4-methoxyphenol). Reaction SMILES: [C:1]1([O:7][CH3:8])[CH:6]=[CH:5][CH:4]=[CH:3][CH:2]=1.[OH:9]O>C(#N)C>[C:1]1([O:7][CH3:8])[C:6](=[CH:5][CH:4]=[CH:3][CH:2]=1)[OH:9].[CH3:8][O:7][C:1]1[CH:6]=[CH:5][C:4]([OH:9])=[CH:3][CH:2]=1. Reported procedure: In to a 150 ml round-bottomed double-necked flask containing anisole (0.05 mol, 5.4 g), 50% aq. hydrogen peroxide (0.25 mol, 17.0 g) in acetonitrile (50 ml) was added vanadyl tetraphenoxyphthalocyanine (2.5 mol %, 1.18 g). The reaction was continued with vigorous stirring at 65° C. for 8 h. The reaction mixture was then filtered through a Buckner funnel, passed through a short column of silica gel to remove the catalyst and concentrated under reduced pressure. The resulting residue was analyzed ...